This data is from the Open Reaction Database (ORD), a public repository of structured organic reaction records. The task is: describe an organic reaction: reactants, conditions, products, and yield The reactants are CCOC(=O)CCN(C)C(=O)c1ccc(NC(CC(C)C)c2oc3ccc(OC)cc3c2C)cc1, CCO, [Na+], C1CCOC1, [OH-]. Yields the product COc1ccc2oc(C(CC(C)C)Nc3ccc(C(=O)N(C)CCC(=O)O)cc3)c(C)c2c1. RXN SMILES: [CH3:1][O:2][c:3]1[cH:4][cH:5][c:6]2[c:7]([c:8]([CH3:34])[c:9]([CH:11]([CH2:12][CH:13]([CH3:14])[CH3:15])[NH:16][c:17]3[cH:18][cH:19][c:20]([C:23](=[O:24])[N:25]([CH2:26][CH2:27][C:28](=[O:29])[O:30][CH2:31][CH3:32])[CH3:33])[cH:21][cH:22]3)[o:10]2)[cH:35]1.[CH3:43][CH2:44][OH:45].[Na+:42].[O:36]1[CH2:37][CH2:38][CH2:39][CH2:40]1.[OH-:41]>>[CH3:1][O:2][c:3]1[cH:4][cH:5][c:6]2[c:7]([c:8]([CH3:34])[c:9]([CH:11]([CH2:12][CH:13]([CH3:14])[CH3:15])[NH:16][c:17]3[cH:18][cH:19][c:20]([C:23](=[O:24])[N:25]([CH2:26][CH2:27][C:28](=[O:29])[OH:30])[CH3:33])[cH:21][cH:22]3)[o:10]2)[cH:35]1. As a reaction SMILES: [Br:1][C:2]1=[N:3][N:4]([c:12]2[n:13][cH:14][cH:15][cH:16][c:17]2[Cl:18])[CH:5]([C:7](=[O:8])[O:9][CH2:10][CH3:11])[CH2:6]1.[CH3:21][CH2:22][OH:23].[Na+:20].[OH-:19]>>[Br:1][C:2]1=[N:3][N:4]([c:12]2[n:13][cH:14][cH:15][cH:16][c:17]2[Cl:18])[CH:5]([C:7](=[O:8])[OH:9])[CH2:6]1. The product is O=C(O)C1CC(Br)=NN1c1ncccc1Cl. The reactants are CCOC(=O)C1CC(Br)=NN1c1ncccc1Cl, CCO, [Na+], [OH-]. The reactants are CN(C)C=O, [H-], [Na+], COC(=O)Cc1c(C(=O)OC)c(C)cn1CCO, COC(=O)Cc1c(C(=O)OC)c(C)cn1CCOS(C)(=O)=O. Yields the product COC(=O)c1c(C)cn2c1C(C(=O)OC)CC2. RXN SMILES: [CH3:43][N:44]([CH3:45])[CH:46]=[O:47].[H-:41].[Na+:42].[OH:1][CH2:2][CH2:3][n:4]1[c:5]([CH2:14][C:15](=[O:16])[O:17][CH3:18])[c:6]([C:10](=[O:11])[O:12][CH3:13])[c:7]([CH3:9])[cH:8]1.[S:19]([O:20][CH2:21][CH2:22][n:23]1[cH:24][c:25]([CH3:26])[c:27]([C:28]([O:29][CH3:30])=[O:31])[c:32]1[CH2:33][C:34]([O:35][CH3:36])=[O:37])([CH3:38])(=[O:39])=[O:40]>>[CH2:2]1[CH2:3][n:4]2[c:5]([c:6]([C:10](=[O:11])[O:12][CH3:13])[c:7]([CH3:9])[cH:8]2)[CH:14]1[C:15](=[O:16])[O:17][CH3:18].